This data is from the Open Reaction Database (ORD), a public repository of structured organic reaction records. The task is: describe an organic reaction: reactants, conditions, products, and yield Reactants: ClCCNCc1ccccc1, Cc1ccccc1, ClCCl, Cl, Nc1ccccc1. Product: c1ccc(CNCCNc2ccccc2)cc1, Cl. Reaction SMILES: [CH2:2]([c:3]1[cH:4][cH:5][cH:6][cH:7][cH:8]1)[NH:9][CH2:10][CH2:11][Cl:12].[CH3:23][c:24]1[cH:25][cH:26][cH:27][cH:28][cH:29]1.[Cl:20][CH2:21][Cl:22].[ClH:1].[NH2:13][c:14]1[cH:15][cH:16][cH:17][cH:18][cH:19]1>>[CH2:2]([c:3]1[cH:4][cH:5][cH:6][cH:7][cH:8]1)[NH:9][CH2:10][CH2:11][NH:13][c:14]1[cH:15][cH:16][cH:17][cH:18][cH:19]1.[ClH:12]. The reactants are [I-].[Ca+2].[I-] (calcium iodide), C(C)(=O)OC=C (vinyl acetate). The solvent is C(C)(=O)O (acetic acid). Run at time 6 hour. The product is C(C)(=O)OC(C)OC(C)=O (ethylidene diacetate). Isolated yield 18027.3%. Reaction SMILES: [I-].[Ca+2].[I-].[C:4]([O:7][CH:8]=[CH2:9])(=[O:6])[CH3:5]>C(O)(=O)C>[C:4]([O:7][CH:8]([O:7][C:4](=[O:6])[CH3:5])[CH3:9])(=[O:6])[CH3:5] |f:0.1.2|. Procedure: The procedure of Example 9 was repeated except that 10 g of calcium iodide was used in place of methyl iodide and the reaction was carried out for 6 hours. GC analysis showed that 0.083 g of vinyl acetate and 12.7 g of ethylidene diacetate were formed with considerable amount of acetic acid. Starting materials: C1CCOC1, Oc1ccc2nc(Nc3ccccc3)cnc2c1, CCOC(=O)N=NC(=O)OCC, OC1CCOC1. Yields the product c1ccc(Nc2cnc3cc(OC4CCOC4)ccc3n2)cc1. As a reaction SMILES: [CH2:37]1[O:38][CH2:39][CH2:40][CH2:41]1.[NH:1]([c:2]1[cH:3][cH:4][cH:5][cH:6][cH:7]1)[c:8]1[n:9][c:10]2[cH:11][cH:12][c:13]([OH:18])[cH:14][c:15]2[n:16][cH:17]1.[O:25]=[C:26]([O:27][CH2:28][CH3:29])[N:30]=[N:31][C:32]([O:33][CH2:34][CH3:35])=[O:36].[OH:19][CH:20]1[CH2:21][O:22][CH2:23][CH2:24]1>>[NH:1]([c:2]1[cH:3][cH:4][cH:5][cH:6][cH:7]1)[c:8]1[n:9][c:10]2[cH:11][cH:12][c:13]([O:18][CH:20]3[CH2:21][O:22][CH2:23][CH2:24]3)[cH:14][c:15]2[n:16][cH:17]1. Reactants: Cl (hydrochloric acid), C1(=CC=CC=C1)C(C1=CC=CC=C1)OC(=O)C1=C(CS[C@H]2N1C([C@H]2N)=O)SC(SC=2N=NNC2)C(C2=CC=CC=C2)(C2=CC=CC=C2)C2=CC=CC=C2 (7β-amino-3-(trityl-1,2,3-triazol-4-ylthiomethyl-thio)-3-cephem-4-carboxylic acid diphenylmethyl ester), C(C1=CC=CC=C1)(C1=CC=CC=C1)(C1=CC=CC=C1)NC=1SC=C(N1)/C(/C(=O)O)=N/OCC(=O)OC(C1=CC=CC=C1)C1=CC=CC=C1 ((Z)-2-(2-tritylaminothiazol-4-yl)-2-(diphenylmethoxycarbonylmethoxyimino)acetic acid), CN1CCOCC1 (N-methylmorpholine), P(=O)(OC1=CC=CC=C1)(Cl)Cl (phenyl dichlorophosphate). Run in O (water), ClC (chloromethane). Reaction conditions: temperature -30 celsius, time 30 minute. The product is C1(=CC=CC=C1)C(C1=CC=CC=C1)OC(=O)C1=C(CS[C@H]2N1C([C@H]2NC(\C(=N/OCC(=O)OC(C2=CC=CC=C2)C2=CC=CC=C2)\C=2N=C(SC2)NC(C2=CC=CC=C2)(C2=CC=CC=C2)C2=CC=CC=C2)=O)=O)SC(SC=2N=NNC2)C(C2=CC=CC=C2)(C2=CC=CC=C2)C2=CC=CC=C2 (7β-[(Z)-2-(2-tritylaminothiazol-4-yl)-2-(diphenylmethoxycarbonylmethoxyimino)acetamido]-3-(trityl-1,2,3-triazol-4-ylthiomethylthio)-3-cephem-4-carboxylic acid diphenylmethyl ester). The yield is 72.6%. As a reaction SMILES: [C:1]1([CH:7]([O:14][C:15]([C:17]2[N:22]3[C:23](=[O:26])[C@@H:24]([NH2:25])[C@H:21]3[S:20][CH2:19][C:18]=2[S:27][CH:28]([C:35]([C:48]2[CH:53]=[CH:52][CH:51]=[CH:50][CH:49]=2)([C:42]2[CH:47]=[CH:46][CH:45]=[CH:44][CH:43]=2)[C:36]2[CH:41]=[CH:40][CH:39]=[CH:38][CH:37]=2)[S:29][C:30]2[N:31]=[N:32][NH:33][CH:34]=2)=[O:16])[C:8]2[CH:13]=[CH:12][CH:11]=[CH:10][CH:9]=2)[CH:6]=[CH:5][CH:4]=[CH:3][CH:2]=1.[C:54]([NH:73][C:74]1[S:75][CH:76]=[C:77](/[C:79](=[N:83]/[O:84][CH2:85][C:86]([O:88][CH:89]([C:96]2[CH:101]=[CH:100][CH:99]=[CH:98][CH:97]=2)[C:90]2[CH:95]=[CH:94][CH:93]=[CH:92][CH:91]=2)=[O:87])/[C:80](O)=[O:81])[N:78]=1)([C:67]1[CH:72]=[CH:71][CH:70]=[CH:69][CH:68]=1)([C:61]1[CH:66]=[CH:65][CH:64]=[CH:63][CH:62]=1)[C:55]1[CH:60]=[CH:59][CH:58]=[CH:57][CH:56]=1.CN1CCOCC1.P(Cl)(Cl)(OC1C=CC=CC=1)=O.Cl>ClC.O>[C:1]1([CH:7]([O:14][C:15]([C:17]2[N:22]3[C:23](=[O:26])[C@@H:24]([NH:25][C:80](=[O:81])/[C:79](/[C:77]4[N:78]=[C:74]([NH:73][C:54]([C:55]5[CH:60]=[CH:59][CH:58]=[CH:57][CH:56]=5)([C:61]5[CH:62]=[CH:63][CH:64]=[CH:65][CH:66]=5)[C:67]5[CH:72]=[CH:71][CH:70]=[CH:69][CH:68]=5)[S:75][CH:76]=4)=[N:83]\[O:84][CH2:85][C:86]([O:88][CH:89]([C:96]4[CH:101]=[CH:100][CH:99]=[CH:98][CH:97]=4)[C:90]4[CH:91]=[CH:92][CH:93]=[CH:94][CH:95]=4)=[O:87])[C@H:21]3[S:20][CH2:19][C:18]=2[S:27][CH:28]([C:35]([C:48]2[CH:53]=[CH:52][CH:51]=[CH:50][CH:49]=2)([C:42]2[CH:43]=[CH:44][CH:45]=[CH:46][CH:47]=2)[C:36]2[CH:37]=[CH:38][CH:39]=[CH:40][CH:41]=2)[S:29][C:30]2[N:31]=[N:32][NH:33][CH:34]=2)=[O:16])[C:8]2[CH:13]=[CH:12][CH:11]=[CH:10][CH:9]=2)[CH:6]=[CH:5][CH:4]=[CH:3][CH:2]=1. Procedure details: To a solution of 7β-amino-3-(trityl-1,2,3-triazol-4-ylthiomethyl-thio)-3-cephem-4-carboxylic acid diphenylmethyl ester (800 mg: 1.06 mMol.) and (Z)-2-(2-tritylaminothiazol-4-yl)-2-(diphenylmethoxycarbonylmethoxyimino)acetic acid (728 mg: 1.11 mMol.) in chloromethane (8 ml) cooling at -30° C. are added N-methylmorpholine (0.27 ml: 2.46 mMol.), phenyl dichlorophosphate (0.19 ml: 1.27 mMol.), and the mixture is stirred at -30° C. for 30 minutes. The reaction mixture is mixed with 10% hydrochloric a... Starting materials: Cl (hydrogen chloride), C1(=CC=CC=C1)SC=1CCNCC1 (4-(phenylthio)-1,2,3,6-tetrahydropyridine), FC1=CC=C(C=C1)SC1=CC=NC=C1 (4-[(4-fluorophenyl)thio]pyridine), [H-].[Al+3].[H-].[H-] (aluminum hydride). Product: Cl.FC1=CC=C(C=C1)SC=1CCNCC1 (4-[(4-Fluorophenyl)thio]-1,2,3,6-tetrahydropyridine Hydrochloride). Isolated yield 83.1%. RXN SMILES: C1(SC2CCNCC=2)C=CC=CC=1.[F:14][C:15]1[CH:20]=[CH:19][C:18]([S:21][C:22]2[CH:27]=[CH:26][N:25]=[CH:24][CH:23]=2)=[CH:17][CH:16]=1.[H-].[Al+3].[H-].[H-].[ClH:32]>>[ClH:32].[F:14][C:15]1[CH:16]=[CH:17][C:18]([S:21][C:22]2[CH2:27][CH2:26][NH:25][CH2:24][CH:23]=2)=[CH:19][CH:20]=1 |f:2.3.4.5,7.8|. Procedure: According to the procedure for synthesis of 4-(phenylthio)-1,2,3,6-tetrahydropyridine, 58.5 g of 4-[(4-fluorophenyl)thio]pyridine is reduced with aluminum hydride. The crude oil is treated with ethereal hydrogen chloride to give 58.2 g (83.1%) of white powder, m.p. 136°-142° C. Recrystallization from acetonitrile gives white crystals, m.p. 158°-159° C. The reactants are CC=1C=C(C=NC1C)C(=O)C1=CNC2=CC=CC=C2C1=O (3-(5,6-dimethyl-pyridine-3-carbonyl)-1H-quinolin-4-one), white solid, [H-].[Na+] (sodium hydride), BrCC1=CC=CC(=N1)NC(C(F)(F)F)=O (N-(6-bromomethyl-pyridin-2-yl)-2,2,2-trifluoro-acetamide). Run in CN(C=O)C (N,N-dimethylformamide). Product: NC1=CC=CC(=N1)CN1C=C(C(C2=CC=CC=C12)=O)C(=O)C=1C=NC(=C(C1)C)C (1-(6-Amino-pyridin-2-ylmethyl)-3-(5,6-dimethyl-pyridine-3-carbonyl)-1H-quinolin-4-one). As a reaction SMILES: [CH3:1][C:2]1[CH:3]=[C:4]([C:9]([C:11]2[C:20](=[O:21])[C:19]3[C:14](=[CH:15][CH:16]=[CH:17][CH:18]=3)[NH:13][CH:12]=2)=[O:10])[CH:5]=[N:6][C:7]=1[CH3:8].[H-].[Na+].Br[CH2:25][C:26]1[N:31]=[C:30]([NH:32]C(=O)C(F)(F)F)[CH:29]=[CH:28][CH:27]=1>CN(C)C=O>[NH2:32][C:30]1[N:31]=[C:26]([CH2:25][N:13]2[C:14]3[C:19](=[CH:18][CH:17]=[CH:16][CH:15]=3)[C:20](=[O:21])[C:11]([C:9]([C:4]3[CH:5]=[N:6][C:7]([CH3:8])=[C:2]([CH3:1])[CH:3]=3)=[O:10])=[CH:12]2)[CH:27]=[CH:28][CH:29]=1 |f:1.2|. Reported procedure: Experimental conditions analogous to those described for Step 3 of Example 1, from 75 mg (0.27 mmol) of 3-(5,6-dimethyl-pyridine-3-carbonyl)-1H-quinolin-4-one, 13 mg (0.32 mmol) of 60% sodium hydride, 92 mg (0.32 mmol) of N-(6-bromomethyl-pyridin-2-yl)-2,2,2-trifluoro-acetamide and 0.7 mL of N,N-dimethylformamide. Yield: 20 mg of a white solid: LC-MSD, m/z for C23H20N4O2 [M+H]+=385.1; HPLC retention time: 0.3 min.